Dataset: the Open Reaction Database (ORD), a public repository of structured organic reaction records. Task: describe an organic reaction: reactants, conditions, products, and yield The reactants are F[B-](F)(F)F, [H+], O=N[O-], Nc1cc(F)cc2c1OCCC21SC(=O)NC1=O, [Na+], O. Product: O=C1NC(=O)C2(CCOc3c(O)cc(F)cc32)S1. RXN SMILES: [F:20][B-:21]([F:22])([F:23])[F:24].[H+:19].[N:25](=[O:26])[O-:27].[NH2:1][c:2]1[cH:3][c:4]([F:18])[cH:5][c:6]2[c:11]1[O:10][CH2:9][CH2:8][C:7]21[C:12](=[O:17])[NH:13][C:14](=[O:16])[S:15]1.[Na+:28].[OH2:29]>>[c:2]1([OH:26])[cH:3][c:4]([F:18])[cH:5][c:6]2[c:11]1[O:10][CH2:9][CH2:8][C:7]21[C:12](=[O:17])[NH:13][C:14](=[O:16])[S:15]1. Reactants: [I-] (iodide), ClC1=CC=C(C(=O)C=2C=C3C(=CC(N(C3=CC2)C)=O)C2=CC(=CC=C2)I)C=C1 (6-(4-Chloro-benzoyl)-4-(3-iodo-phenyl)-1-methyl-1H-quinolin-2-one), C[Si](C)(C)C#C ((trimethylsilyl)acetylene), [Al] (aluminum). Reagents/catalysts: [Cu] (copper), Cl[Pd]([P](C1=CC=CC=C1)(C2=CC=CC=C2)C3=CC=CC=C3)([P](C4=CC=CC=C4)(C5=CC=CC=C5)C6=CC=CC=C6)Cl (bis(triphenylphosphine)-palladium(II) chloride). Solvent: C(C)NCC (diethylamine), CN(C=O)C (N,N-dimethylformamide). Conditions: time 8 hour. The product is ClC1=CC=C(C(=O)C=2C=C3C(=CC(N(C3=CC2)C)=O)C2=CC(=CC=C2)C#C[Si](C)(C)C)C=C1 (6-(4-Chloro-benzoyl)-1-methyl-4-(3-trimethylsilanylethynyl-phenyl)-1H-quinol in-2-one). Reaction SMILES: [Cl:1][C:2]1[CH:28]=[CH:27][C:5]([C:6]([C:8]2[CH:9]=[C:10]3[C:15](=[CH:16][CH:17]=2)[N:14]([CH3:18])[C:13](=[O:19])[CH:12]=[C:11]3[C:20]2[CH:25]=[CH:24][CH:23]=[C:22](I)[CH:21]=2)=[O:7])=[CH:4][CH:3]=1.[CH3:29][Si:30]([C:33]#[CH:34])([CH3:32])[CH3:31].[Al].[I-]>C(NCC)C.Cl[Pd](Cl)([P](C1C=CC=CC=1)(C1C=CC=CC=1)C1C=CC=CC=1)[P](C1C=CC=CC=1)(C1C=CC=CC=1)C1C=CC=CC=1.[Cu].CN(C)C=O>[Cl:1][C:2]1[CH:28]=[CH:27][C:5]([C:6]([C:8]2[CH:9]=[C:10]3[C:15](=[CH:16][CH:17]=2)[N:14]([CH3:18])[C:13](=[O:19])[CH:12]=[C:11]3[C:20]2[CH:25]=[CH:24][CH:23]=[C:22]([C:34]#[C:33][Si:30]([CH3:32])([CH3:31])[CH3:29])[CH:21]=2)=[O:7])=[CH:4][CH:3]=1 |^1:44,63|. Procedure details: 6-(4-Chloro-benzoyl)-4-(3-iodo-phenyl)-1-methyl-1H-quinolin-2-one (9.98 g, 20.0 mMol) was suspended in diethylamine (300 mL). To this solution was added 50 mL of anhydrous N,N-dimethylformamide (DMF), (trimethylsilyl)acetylene (8.5 mL) and bis(triphenylphosphine)-palladium(II) chloride (1.40 g, 2.00 mMol). The flask was covered with aluminum foil and then copper(l) iodide (780 mg, 4.09 mMol) was added causing the reaction mixture to exotherm. After stirring overnight under an atmosphere of dry N... The reactants are C(=O)(O)[O-].[Na+] (NaHCO3), C1NCCCC12CCN(CC2)C(=O)OC(C)(C)C (tert-Butyl 2,9-diazaspiro[5.5]undecane-9-carboxylate), [Cl-].ClC1=CC=[NH+]C=C1 (4-chloropyridinium chloride), C(C)N(C(C)C)C(C)C (N-ethyl-diisopropylamine). The solvent is C(C)(=O)OCC (ethyl acetate), CC(C)O (2-propanol). Product: N1=CC=C(C=C1)N1CC2(CCC1)CCN(CC2)C(=O)OC(C)(C)C (tert-Butyl 2-(pyridin-4-yl)-2,9-diazaspiro[5.5]undecane-9-carboxylate). Reaction SMILES: [CH2:1]1[C:6]2([CH2:11][CH2:10][N:9]([C:12]([O:14][C:15]([CH3:18])([CH3:17])[CH3:16])=[O:13])[CH2:8][CH2:7]2)[CH2:5][CH2:4][CH2:3][NH:2]1.[Cl-].Cl[C:21]1[CH:26]=[CH:25][NH+:24]=[CH:23][CH:22]=1.C(N(C(C)C)C(C)C)C.C([O-])(O)=O.[Na+]>CC(O)C.C(OCC)(=O)C>[N:24]1[CH:25]=[CH:26][C:21]([N:2]2[CH2:3][CH2:4][CH2:5][C:6]3([CH2:7][CH2:8][N:9]([C:12]([O:14][C:15]([CH3:18])([CH3:17])[CH3:16])=[O:13])[CH2:10][CH2:11]3)[CH2:1]2)=[CH:22][CH:23]=1 |f:1.2,4.5|. Reported procedure: tert-Butyl 2,9-diazaspiro[5.5]undecane-9-carboxylate (1 g, 3.931 mmol), 4-chloropyridinium chloride (1.765 g, 11.794 mmol) and N-ethyl-diisopropylamine (2.7 ml, 15.724 mmol) were refluxed in 2-propanol (8 ml) for 15 h, saturated NaHCO3 solution (20 ml) and ethyl acetate (8 ml) were added, the phases were separated and the aqueous phase was extracted with ethyl acetate (2×80 ml). The combined organic phases were dried over sodium sulfate and concentrated in vacuo. The crude product was purified b... The reactants are CC(C)(C)OC(=O)Nc1nc(CO)cs1, ClCCl. Product: CC(C)(C)OC(=O)Nc1nc(C=O)cs1. Reaction SMILES: [C:1]([CH3:2])([CH3:3])([CH3:4])[O:5][C:6]([NH:7][c:8]1[s:9][cH:10][c:11]([CH2:13][OH:14])[n:12]1)=[O:15].[Cl:16][CH2:17][Cl:18]>>[C:1]([CH3:2])([CH3:3])([CH3:4])[O:5][C:6]([NH:7][c:8]1[s:9][cH:10][c:11]([CH:13]=[O:14])[n:12]1)=[O:15]. Starting materials: OC=1C=CC2=C(C(C=3NC4=CC(=CC=C4C3C2=O)C#N)(C)C)C1 (8-Hydroxy-6,6-dimethyl-11-oxo-6,11-dihydro-5H-benzo[b]carbazole-3-carbonitrile), COCCO (2-methoxyethanol). The product is COCCOC=1C=CC2=C(C(C=3NC4=CC(=CC=C4C3C2=O)C#N)(C)C)C1 (8-(2-Methoxyethoxy)-6,6-dimethyl-11-oxo-6,11-dihydro-5H-benzo[b]carbazole-3-carbonitrile). Reaction SMILES: [OH:1][C:2]1[CH:3]=[CH:4][C:5]2[C:17](=[O:18])[C:16]3[C:15]4[C:10](=[CH:11][C:12]([C:19]#[N:20])=[CH:13][CH:14]=4)[NH:9][C:8]=3[C:7]([CH3:22])([CH3:21])[C:6]=2[CH:23]=1.[CH3:24][O:25][CH2:26][CH2:27]O>>[CH3:24][O:25][CH2:26][CH2:27][O:1][C:2]1[CH:3]=[CH:4][C:5]2[C:17](=[O:18])[C:16]3[C:15]4[C:10](=[CH:11][C:12]([C:19]#[N:20])=[CH:13][CH:14]=4)[NH:9][C:8]=3[C:7]([CH3:21])([CH3:22])[C:6]=2[CH:23]=1. Reported procedure: Under the same conditions as the method for synthesizing Compound A7-1, the title compound was prepared from Compound A6 and 2-methoxyethanol. Reactants: Cc1cc(N2CCC(N3CCCC3C)C2)ccc1N, Cc1ccc(F)cc1C(=O)Cl. Product: Cc1cc(N2CCC(N3CCCC3C)C2)ccc1NC(=O)c1cc(F)ccc1C, Cl. RXN SMILES: [CH3:1][c:2]1[c:3]([NH2:19])[cH:4][cH:5][c:6]([N:8]2[CH2:9][CH:10]([N:13]3[CH:14]([CH3:18])[CH2:15][CH2:16][CH2:17]3)[CH2:11][CH2:12]2)[cH:7]1.[F:20][c:21]1[cH:22][cH:23][c:24]([CH3:30])[c:25]([C:26](=[O:27])[Cl:28])[cH:29]1>>[CH3:1][c:2]1[c:3]([NH:19][C:26]([c:25]2[c:24]([CH3:30])[cH:23][cH:22][c:21]([F:20])[cH:29]2)=[O:27])[cH:4][cH:5][c:6]([N:8]2[CH2:9][CH:10]([N:13]3[CH:14]([CH3:18])[CH2:15][CH2:16][CH2:17]3)[CH2:11][CH2:12]2)[cH:7]1.[ClH:28].